Task: describe an organic reaction: reactants, conditions, products, and yield. Dataset: the Open Reaction Database (ORD), a public repository of structured organic reaction records The reactants are BrB(Br)Br, COc1cc(Cl)cc(F)c1-n1c(=O)cc(C(F)(F)F)n(C)c1=O, ClCCl, [Na+], O, O=C([O-])O. Product: Cn1c(C(F)(F)F)cc(=O)n(-c2c(O)cc(Cl)cc2F)c1=O. Reaction SMILES: [B:24]([Br:25])([Br:26])[Br:27].[Cl:1][c:2]1[cH:3][c:4]([F:23])[c:5](-[n:10]2[c:11](=[O:22])[n:12]([CH3:21])[c:13]([C:17]([F:18])([F:19])[F:20])[cH:14][c:15]2=[O:16])[c:6]([O:8][CH3:9])[cH:7]1.[Cl:34][CH2:35][Cl:36].[Na+:29].[OH2:28].[OH:30][C:31](=[O:32])[O-:33]>>[Cl:1][c:2]1[cH:3][c:4]([F:23])[c:5](-[n:10]2[c:11](=[O:22])[n:12]([CH3:21])[c:13]([C:17]([F:18])([F:19])[F:20])[cH:14][c:15]2=[O:16])[c:6]([OH:8])[cH:7]1.